From a dataset of the Open Reaction Database (ORD), a public repository of structured organic reaction records. describe an organic reaction: reactants, conditions, products, and yield The reactants are CC1=NC2(N=C1N)c1cc(Br)ccc1CC21CC1, C1CCOC1, CC1(C)OB(c2cc(Cl)cc(C#N)c2)OC1(C)C, [K+], [K+], O=C([O-])[O-]. The product is CC1=NC2(N=C1N)c1cc(-c3cc(Cl)cc(C#N)c3)ccc1CC21CC1. As a reaction SMILES: [Br:1][c:2]1[cH:3][cH:4][c:5]2[c:11]([cH:12]1)[C:10]1([C:7]3([CH2:6]2)[CH2:8][CH2:9]3)[N:13]=[C:14]([CH3:18])[C:15]([NH2:17])=[N:16]1.[CH2:43]1[O:44][CH2:45][CH2:46][CH2:47]1.[Cl:19][c:20]1[cH:21][c:22]([C:23]#[N:24])[cH:25][c:26]([B:28]2[O:29][C:30]([CH3:31])([CH3:32])[C:33]([CH3:34])([CH3:35])[O:36]2)[cH:27]1.[K+:37].[K+:38].[O-:39][C:40]([O-:41])=[O:42]>>[c:2]1(-[c:26]2[cH:25][c:22]([C:23]#[N:24])[cH:21][c:20]([Cl:19])[cH:27]2)[cH:3][cH:4][c:5]2[c:11]([cH:12]1)[C:10]1([C:7]3([CH2:6]2)[CH2:8][CH2:9]3)[N:13]=[C:14]([CH3:18])[C:15]([NH2:17])=[N:16]1. The reactants are CC(C)(C)OC(=O)N1CC(O)CC1C#N, CCN(CC)S(F)(F)F, ClCCl, [Na+], [Na+], O=C([O-])[O-], O. The product is CC(C)(C)OC(=O)N1CC(F)CC1C#N. RXN SMILES: [C:1](#[N:2])[CH:3]1[N:4]([C:9](=[O:10])[O:11][C:12]([CH3:13])([CH3:14])[CH3:15])[CH2:5][CH:6]([OH:8])[CH2:7]1.[CH2:16]([N:17]([S:18]([F:19])([F:20])[F:22])[CH2:21][CH3:23])[CH3:24].[Cl:32][CH2:33][Cl:34].[Na+:25].[Na+:26].[O-:27][C:28](=[O:29])[O-:30].[OH2:31]>>[C:1](#[N:2])[CH:3]1[N:4]([C:9](=[O:10])[O:11][C:12]([CH3:13])([CH3:14])[CH3:15])[CH2:5][CH:6]([F:22])[CH2:7]1. The reactants are COC(=O)CCCn1sccc1=O, O=S(=O)(Cl)Cl. Yields the product COC(=O)CCCn1sc(Cl)cc1=O. As a reaction SMILES: [CH3:1][O:2][C:3](=[O:4])[CH2:5][CH2:6][CH2:7][n:8]1[s:9][cH:10][cH:11][c:12]1=[O:13].[S:14]([Cl:15])(=[O:16])([Cl:17])=[O:18]>>[CH3:1][O:2][C:3](=[O:4])[CH2:5][CH2:6][CH2:7][n:8]1[s:9][c:10]([Cl:17])[cH:11][c:12]1=[O:13].